Task: describe an organic reaction: reactants, conditions, products, and yield. Dataset: the Open Reaction Database (ORD), a public repository of structured organic reaction records The reactants are Cc1cccc(C)c1N(CCl)C(=O)CCl, C1CCOC1, c1nc[nH]n1. Product: Cc1cccc(C)c1N(Cn1cncn1)C(=O)CCl. Reaction SMILES: [Cl:1][CH2:2][C:3](=[O:4])[N:5]([c:6]1[c:7]([CH3:13])[cH:8][cH:9][cH:10][c:11]1[CH3:12])[CH2:14][Cl:15].[O:21]1[CH2:22][CH2:23][CH2:24][CH2:25]1.[nH:16]1[n:17][cH:18][n:19][cH:20]1>>[Cl:1][CH2:2][C:3](=[O:4])[N:5]([c:6]1[c:7]([CH3:13])[cH:8][cH:9][cH:10][c:11]1[CH3:12])[CH2:14][n:16]1[n:17][cH:18][n:19][cH:20]1. The reactants are CN(C)c1ccccc1, Cc1ccccc1, COc1ccc(CN2C(=O)C(Cc3ccccc3Cl)NC(=O)c3cc(Cl)ccc32)cc1, O=P(Cl)(Cl)Cl. Product: COc1ccc(CN2C(=O)C(Cc3ccccc3Cl)N=C(Cl)c3cc(Cl)ccc32)cc1. As a reaction SMILES: [CH3:32][N:33]([c:34]1[cH:35][cH:36][cH:37][cH:38][cH:39]1)[CH3:40].[CH3:46][c:47]1[cH:48][cH:49][cH:50][cH:51][cH:52]1.[Cl:1][c:2]1[cH:3][c:4]2[c:5]([cH:30][cH:31]1)[N:6]([CH2:21][c:22]1[cH:23][cH:24][c:25]([O:28][CH3:29])[cH:26][cH:27]1)[C:7](=[O:20])[CH:8]([CH2:12][c:13]1[c:14]([Cl:19])[cH:15][cH:16][cH:17][cH:18]1)[NH:9][C:10]2=[O:11].[P:41]([Cl:42])([Cl:43])([Cl:44])=[O:45]>>[Cl:1][c:2]1[cH:3][c:4]2[c:5]([cH:30][cH:31]1)[N:6]([CH2:21][c:22]1[cH:23][cH:24][c:25]([O:28][CH3:29])[cH:26][cH:27]1)[C:7](=[O:20])[CH:8]([CH2:12][c:13]1[c:14]([Cl:19])[cH:15][cH:16][cH:17][cH:18]1)[N:9]=[C:10]2[Cl:43].